From a dataset of the Open Reaction Database (ORD), a public repository of structured organic reaction records. describe an organic reaction: reactants, conditions, products, and yield Reactants: [N+](=O)([O-])C=1C(=C(C=CC1)C)[N+](=O)[O-] (dinitrotoluene), isocyanates, polyurethane, S(O)(O)(=O)=O (sulfuric acid), [N+](=O)(O)[O-] (nitric acid), aromatic amines, C1(=C(C(=CC=C1)N)N)C (toluene diamine), [N+](=O)([O-])C=1C(=C(C=CC1)C)[N+](=O)[O-] (dinitrotoluene). The solvent is C1(=CC=CC=C1)C (toluene). The product is [N+](=O)([O-])C1=CC=C(C=C1)C (mononitrotoluene). As a reaction SMILES: [N+]([C:4]1[C:5]([N+:11]([O-:13])=[O:12])=[C:6](C)[CH:7]=[CH:8][CH:9]=1)([O-])=O.[C:14]1(C)C=CC=C(N)C=1N.S(=O)(=O)(O)O.[N+]([O-])(O)=O>C1(C)C=CC=CC=1>[N+:11]([C:5]1[CH:4]=[CH:9][C:8]([CH3:14])=[CH:7][CH:6]=1)([O-:13])=[O:12]. Procedure details: Nitroaromatics, particularly dinitrotoluene, are widely used as intermediates in the manufacture of aromatic amines, e.g. toluene diamine which then can be converted to isocyanates for polyurethane manufacture. Commercially, dinitrotoluene, for example, is produced by the mixed acid nitration of toluene, the mixed acid being a mixture of concentrated sulfuric acid and nitric acid. In this process mononitrotoluene is formed in a first nitration stage and then separated from the aqueous phase. The...